From a dataset of the Open Reaction Database (ORD), a public repository of structured organic reaction records. describe an organic reaction: reactants, conditions, products, and yield Product: O=C(C=Cc1ccc(C(F)(F)F)cc1-c1nccs1)Nc1ccc2[nH]ccc2c1. Reactants: O=C(C=Cc1ccc(C(F)(F)F)cc1Br)Nc1ccc2[nH]ccc2c1, CCCC[Sn](CCCC)(CCCC)c1nccs1. Reaction SMILES: [Br:1][c:2]1[c:3]([CH:12]=[CH:13][C:14](=[O:15])[NH:16][c:17]2[cH:18][c:19]3[cH:20][cH:21][nH:22][c:23]3[cH:24][cH:25]2)[cH:4][cH:5][c:6]([C:8]([F:9])([F:10])[F:11])[cH:7]1.[CH2:26]([Sn:27]([CH2:28][CH2:29][CH2:30][CH3:36])([c:31]1[s:32][cH:33][cH:34][n:35]1)[CH2:37][CH2:38][CH2:39][CH3:40])[CH2:41][CH2:42][CH3:43]>>[c:2]1(-[c:31]2[s:32][cH:33][cH:34][n:35]2)[c:3]([CH:12]=[CH:13][C:14](=[O:15])[NH:16][c:17]2[cH:18][c:19]3[cH:20][cH:21][nH:22][c:23]3[cH:24][cH:25]2)[cH:4][cH:5][c:6]([C:8]([F:9])([F:10])[F:11])[cH:7]1. The reactants are C1(=CC=CC=C1)S (benzenethiol), BrC1=C(C=CC(=C1)F)I (2-bromo-4-fluoro-1-iodo-benzene). The product is BrC1=C(C=CC(=C1)F)SC1=CC=CC=C1 (1-Bromo-5-fluoro-2-(phenylsulfanyl)-benzene). RXN SMILES: [C:1]1([SH:7])[CH:6]=[CH:5][CH:4]=[CH:3][CH:2]=1.[Br:8][C:9]1[CH:14]=[C:13]([F:15])[CH:12]=[CH:11][C:10]=1I>>[Br:8][C:9]1[CH:14]=[C:13]([F:15])[CH:12]=[CH:11][C:10]=1[S:7][C:1]1[CH:6]=[CH:5][CH:4]=[CH:3][CH:2]=1. Reported procedure: Prepared from benzenethiol and 2-bromo-4-fluoro-1-iodo-benzene. Starting materials: FC(C1=CC=C(N)C=C1)(F)F (4-(trifluoromethyl)aniline), N1=CC=CC=C1 (pyridine), C(C)OC(CC(=O)Cl)OCC (3,3-diethoxypropanoyl chloride). The solvent is ClCCl (dichloromethane), ClCCl (dichloromethane). Product: C(C)O/C=C/C(=O)NC1=CC=C(C=C1)C(F)(F)F ((2E)-3-ethoxy-N-(4-trifluoromethylphenyl)prop-2-enamide). The yield is 97.0%. RXN SMILES: [F:1][C:2]([F:11])([F:10])[C:3]1[CH:9]=[CH:8][C:6]([NH2:7])=[CH:5][CH:4]=1.N1C=CC=CC=1.[CH2:18]([O:20][CH:21](OCC)[CH2:22][C:23](Cl)=[O:24])[CH3:19]>ClCCl>[CH2:18]([O:20]/[CH:21]=[CH:22]/[C:23]([NH:7][C:6]1[CH:8]=[CH:9][C:3]([C:2]([F:10])([F:11])[F:1])=[CH:4][CH:5]=1)=[O:24])[CH3:19]. Procedure: To a solution of 4-(trifluoromethyl)aniline (2.56 g, 15.9 mmol) in dichloromethane (40 ml) was added pyridine (3.77 g, 47.7 mmol). The solution was cooled to 0° C. before a solution of 3,3-diethoxypropanoyl chloride (4 g, crude) in dichloromethane (10 ml) was added dropwise with stirring. The resulting solution was stirred for 4 hours at 20° C. and then washed with water (200 ml). The resulting mixture was extracted with dichloromethane (3×80 ml) and the organic layers were combined and concentr... The reactants are CS(=O)(=O)OCCC=1OC2=C(C1)C=C(C=C2)C2=CC=C(C=C2)C#N (2-[5-(4-cyanophenyl)-1-benzofuran-2-yl]ethyl methanesulfonate), CN([C@@H]1CNCC1)C (3-(S)-(dimethylamino)pyrrolidine). Yields the product CN([C@@H]1CN(CC1)CCC=1OC2=C(C1)C=C(C=C2)C2=CC=C(C#N)C=C2)C (4-(2-{2-[(3S)-3-(dimethylamino)pyrrolidinyl]ethyl}-1-benzofuran-5-yl)benzonitrile). Reaction SMILES: CS(O[CH2:6][CH2:7][C:8]1[O:9][C:10]2[CH:16]=[CH:15][C:14]([C:17]3[CH:22]=[CH:21][C:20]([C:23]#[N:24])=[CH:19][CH:18]=3)=[CH:13][C:11]=2[CH:12]=1)(=O)=O.[CH3:25][N:26]([CH3:32])[C@H:27]1[CH2:31][CH2:30][NH:29][CH2:28]1>>[CH3:25][N:26]([CH3:32])[C@H:27]1[CH2:31][CH2:30][N:29]([CH2:6][CH2:7][C:8]2[O:9][C:10]3[CH:16]=[CH:15][C:14]([C:17]4[CH:22]=[CH:21][C:20]([C:23]#[N:24])=[CH:19][CH:18]=4)=[CH:13][C:11]=3[CH:12]=2)[CH2:28]1. Procedure: The product from Example 1C and 3-(S)-(dimethylamino)pyrrolidine were processed as described in Example 1D to provide the titled compound. 1H NMR (300 MHz, CD3OD) δ 7.88 (m, 1H), 7.80 (m, 4H), 7.58 (m, 2H), 6.80 (s, 1H), 4.43 (m, 1H), 3.6-3.9 (m, 4H), 3.35-3.45 (m, 4H), 2.95 (s, 6H), 2.6 (m, 1H), 2.35 (m, 1H); MS (DCI) m/z 360 (M+H)+; Reactants: C(CC)NN (propylhydrazine), CN(C)C=C1C(CCCC1=O)=O (2-(dimethylaminomethylene)-cyclohexane- 1,3-dione). The product is C(CC)N1N=CC=2C(CCCC12)=O (1-Propyl-1,5,6,7-tetrahydro-4H-indazol-4-one). Reaction SMILES: [CH2:1]([NH:4][NH2:5])[CH2:2][CH3:3].CN([CH:9]=[C:10]1[C:15](=[O:16])[CH2:14][CH2:13][CH2:12][C:11]1=O)C>>[CH2:1]([N:4]1[C:11]2[CH2:12][CH2:13][CH2:14][C:15](=[O:16])[C:10]=2[CH:9]=[N:5]1)[CH2:2][CH3:3]. Reported procedure: Prepared analogously to Example 1 starting from propylhydrazine and 2-(dimethylaminomethylene)-cyclohexane- 1,3-dione. Starting materials: solution, C(C)(C)(C)[Li] (tert-butyllithium), hexanes, C(C)(C)[Si](C(C)C)(C(C)C)Cl (Triisopropylsilyl chloride), C(C)C(C#CC1=C2C(SC=C2)=C(C2=C1SC=C2)C#CC(CCCCCC)CC)CCCC (4-(3-ethylhept-1-yn-1-yl)-8-(3-ethylnon-1-yn-1-yl)benzo[1,2-b:4,5-b′]dithiophene). The solvent is C1CCOC1 (THF). Run at temperature -78 celsius, time 30 minute. Product: C(C)C(C#CC1=C2C(SC(=C2)[Si](C(C)C)(C(C)C)C(C)C)=C(C2=C1SC(=C2)[Si](C(C)C)(C(C)C)C(C)C)C#CC(CCCCCC)CC)CCCC ((4-(3-ethylhept-1-yn-1-yl)-8-(3-ethylnon-1-yn-1-yl)benzo[1,2-b:4,5-b′]dithiophene-2,6-diyl)bis(triisopropylsilane)). Isolated yield 91.0%. Reaction SMILES: [CH2:1]([CH:3]([CH2:29][CH2:30][CH2:31][CH3:32])[C:4]#[C:5][C:6]1[C:14]2[S:15][CH:16]=[CH:17][C:13]=2[C:12]([C:18]#[C:19][CH:20]([CH2:27][CH3:28])[CH2:21][CH2:22][CH2:23][CH2:24][CH2:25][CH3:26])=[C:8]2[S:9][CH:10]=[CH:11][C:7]=12)[CH3:2].[C:33]([Li])([CH3:36])([CH3:35])C.[CH:38]([Si:41](Cl)([CH:45]([CH3:47])[CH3:46])[CH:42]([CH3:44])[CH3:43])([CH3:40])[CH3:39]>C1COCC1>[CH2:1]([CH:3]([CH2:29][CH2:30][CH2:31][CH3:32])[C:4]#[C:5][C:6]1[C:14]2[S:15][C:16]([Si:41]([CH:42]([CH3:44])[CH3:43])([CH:33]([CH3:36])[CH3:35])[CH:38]([CH3:40])[CH3:39])=[CH:17][C:13]=2[C:12]([C:18]#[C:19][CH:20]([CH2:27][CH3:28])[CH2:21][CH2:22][CH2:23][CH2:24][CH2:25][CH3:26])=[C:8]2[S:9][C:10]([Si:41]([CH:45]([CH3:47])[CH3:46])([CH:42]([CH3:44])[CH3:43])[CH:38]([CH3:40])[CH3:39])=[CH:11][C:7]=12)[CH3:2]. Procedure details: A dry 250-mL three-neck flask was flushed with N2 and was charged with 4-(3-ethylhept-1-yn-1-yl)-8-(3-ethylnon-1-yn-1-yl)benzo[1,2-b:4,5-b′]dithiophene (2.0 g, 4.6 mmol) and THF (100 mL, 0.05 M) via deoxygenated syringe. The reaction flask was cooled to −78° C. and a 1.3 M solution of tert-butyllithium in hexanes (8.8 mL, 0.012 mol) was added drop-wise via deoxygenated syringe. After 30 minutes of stirring at −78° C., the solution was chilled to 0° C. and stirring was continued for 5 minutes, at...